From a dataset of the Open Reaction Database (ORD), a public repository of structured organic reaction records. describe an organic reaction: reactants, conditions, products, and yield Starting materials: C(C)(C)(C)OC(=O)N1CCC(CC1)C1=C(C(=NN1CC)C)OC (1-tert-Butoxycarbonyl-4-(1-ethyl-4-methoxy-3-methyl-(1H)-pyrazol-5-yl)piperidine). Solvent: FC(C(=O)O)(F)F (trifluoroacetic acid), C(Cl)Cl (CH2Cl2). Yields the product C(C)N1N=C(C(=C1C1CCNCC1)OC)C (4-(1-Ethyl-4-methoxy-3-methyl-(1H)-pyrazol-5-yl)piperidine). As a reaction SMILES: C(OC([N:8]1[CH2:13][CH2:12][CH:11]([C:14]2[N:18]([CH2:19][CH3:20])[N:17]=[C:16]([CH3:21])[C:15]=2[O:22][CH3:23])[CH2:10][CH2:9]1)=O)(C)(C)C>FC(F)(F)C(O)=O.C(Cl)Cl>[CH2:19]([N:18]1[C:14]([CH:11]2[CH2:12][CH2:13][NH:8][CH2:9][CH2:10]2)=[C:15]([O:22][CH3:23])[C:16]([CH3:21])=[N:17]1)[CH3:20]. Procedure details: A solution of 16 mg (0.0.49 mmol) of 1-tert-butoxycarbonyl-4-(1-ethyl-4-methoxy-3-methyl-(1H)-pyrazol-5-yl)piperidine (from Step E) in 0.1 mL of trifluoroacetic acid and 0.15 mL of CH2Cl2 at 0° C. was stirred for 30 min. Volatiles were removed under reduced pressure. The crude product was partitioned between 25 mL of 1 N NaOH and 25 mL of CH2Cl2. After separating phases, the aqueous layer was extracted with 3×25 mL of CH2Cl2. The combined organic layers were dried over Na2SO4 and concentrated to... Starting materials: O=C(Cl)c1ccccc1, OC1CCC(O)C1, c1ccncc1. The product is O=C(OC1CCC(O)C1)c1ccccc1. As a reaction SMILES: [C:8]([c:9]1[cH:10][cH:11][cH:12][cH:13][cH:14]1)(=[O:15])[Cl:16].[CH:1]1([OH:7])[CH2:2][CH:3]([OH:6])[CH2:4][CH2:5]1.[cH:17]1[cH:18][cH:19][n:20][cH:21][cH:22]1>>[CH:1]1([OH:7])[CH2:2][CH:3]([O:6][C:8]([c:9]2[cH:10][cH:11][cH:12][cH:13][cH:14]2)=[O:15])[CH2:4][CH2:5]1. Reaction SMILES: [BH4-:35].[C:20]([Cl:21])(=[O:22])[C:23]([CH3:24])([CH3:25])[CH3:26].[CH3:27][S:28](=[O:29])(=[O:30])[Cl:31].[CH3:32][O-:33].[CH3:44][CH2:45][OH:46].[CH3:47][C:48](=[O:49])[CH3:50].[ClH:37].[NH2:1][c:2]1[n:3][cH:4][n:5][c:6]2[n:7]([CH:11]3[O:12][CH:13]([CH2:14][OH:15])[CH:16]([OH:17])[CH:18]3[OH:19])[cH:8][n:9][c:10]12.[Na+:34].[Na+:36].[OH2:51].[cH:38]1[cH:39][cH:40][n:41][cH:42][cH:43]1>>[NH2:1][c:2]1[n:3][cH:4][n:5][c:6]2[n:7]([CH:11]3[O:12][CH:13]([CH2:14][OH:15])[CH2:16][CH:18]3[OH:19])[cH:8][n:9][c:10]12. The reactants are [BH4-], CC(C)(C)C(=O)Cl, CS(=O)(=O)Cl, C[O-], CCO, CC(C)=O, Cl, Nc1ncnc2c1ncn2C1OC(CO)C(O)C1O, [Na+], [Na+], O, c1ccncc1. Product: Nc1ncnc2c1ncn2C1OC(CO)CC1O. Starting materials: ClC=1N=NC(=CC1)OC1=CC(=CC=C1)O (3-chloro-6-(3-hydroxyphenoxy)pyridazine), O.N (ammonia water). The reagents and catalysts are [Pd] (Pd-C). The solvent is C(C)O (ethanol). The product is OC=1C=C(OC=2N=NC=CC2)C=CC1 (3-(3-Hydroxyphenoxy)pyridazine). Reaction SMILES: Cl[C:2]1[N:3]=[N:4][C:5]([O:8][C:9]2[CH:14]=[CH:13][CH:12]=[C:11]([OH:15])[CH:10]=2)=[CH:6][CH:7]=1.O.N>C(O)C.[Pd]>[OH:15][C:11]1[CH:10]=[C:9]([CH:14]=[CH:13][CH:12]=1)[O:8][C:5]1[N:4]=[N:3][CH:2]=[CH:7][CH:6]=1 |f:1.2|. Procedure: 11.1 g of 3-chloro-6-(3-hydroxyphenoxy)pyridazine are dissolved in 100 ml of ethanol, followed by addition of 6 ml of concentrated ammonia water and 1.0 of 5% Pd-C. Then catalytic reduction is carried out at 50° C. under atmospheric pressure. The theroretical amount of hydrogen gas is almost completely absorbed in about 1 hour. The reaction mixture is filtered and the filtrate is concentrated to dryness. The reactants are CCOC(=O)c1cn2c3c(c(F)c(F)cc3c1=O)OCC21CCCC1, CC(=O)O, O, O, O=S(=O)(O)O. The product is O=C(O)c1cn2c3c(c(F)c(F)cc3c1=O)OCC21CCCC1. As a reaction SMILES: [CH2:1]([CH3:2])[O:3][C:4](=[O:5])[c:6]1[c:7](=[O:25])[c:8]2[cH:9][c:10]([F:24])[c:11]([F:23])[c:12]3[c:13]2[n:14]([cH:15]1)[C:16]1([CH2:17][CH2:18][CH2:19][CH2:20]1)[CH2:21][O:22]3.[CH3:27][C:28](=[O:29])[OH:30].[OH2:26].[OH2:31].[S:32](=[O:33])(=[O:34])([OH:35])[OH:36]>>[O:3]=[C:4]([OH:5])[c:6]1[c:7](=[O:25])[c:8]2[cH:9][c:10]([F:24])[c:11]([F:23])[c:12]3[c:13]2[n:14]([cH:15]1)[C:16]1([CH2:17][CH2:18][CH2:19][CH2:20]1)[CH2:21][O:22]3.